Dataset: the Open Reaction Database (ORD), a public repository of structured organic reaction records. Task: describe an organic reaction: reactants, conditions, products, and yield Reactants: O=Cc1ccc(OCc2ccccc2)cc1, C1CCOC1, C#CC(C)(C)O, [Li]CCCC. Product: CC(C)(O)C#CC(O)c1ccc(OCc2ccccc2)cc1. As a reaction SMILES: [CH2:12]([c:13]1[cH:14][cH:15][cH:16][cH:17][cH:18]1)[O:19][c:20]1[cH:21][cH:22][c:23]([CH:24]=[O:25])[cH:26][cH:27]1.[CH2:28]1[O:29][CH2:30][CH2:31][CH2:32]1.[CH3:1][C:2]([CH3:3])([C:4]#[CH:5])[OH:6].[CH3:7][CH2:8][CH2:9][CH2:10][Li:11]>>[CH3:1][C:2]([CH3:3])([C:4]#[C:5][CH:24]([c:23]1[cH:22][cH:21][c:20]([O:19][CH2:12][c:13]2[cH:14][cH:15][cH:16][cH:17][cH:18]2)[cH:27][cH:26]1)[OH:25])[OH:6]. Starting materials: 13, N1(CCOCC1)C(C)=NNC1=CC=C(C=C1)[N+](=O)[O-] (1-(4-morpholinyl)ethylidene-2-(4-nitrophenyl)hydrazine), N(=C=O)CCC (1-isocyanatopropane). Reagents/catalysts: CN(C1=CC=NC=C1)C (N,N-dimethyl-4-pyridinamine). Run in ClCCl (dichloromethane). Conditions: time 3 hour. The product is CC=1N(C(N(N1)C1=CC=C(C=C1)[N+](=O)[O-])=O)CCC (2,4-dihydro-5-methyl-2-(4-nitrophenyl)-4-propyl-3H-1,2,4-triazol-3-one). Yield: 65.0%. RXN SMILES: N1([C:7](=[N:9][NH:10][C:11]2[CH:16]=[CH:15][C:14]([N+:17]([O-:19])=[O:18])=[CH:13][CH:12]=2)[CH3:8])CCOCC1.[N:20]([CH2:23][CH2:24][CH3:25])=[C:21]=[O:22]>CN(C)C1C=CN=CC=1.ClCCl>[CH3:8][C:7]1[N:20]([CH2:23][CH2:24][CH3:25])[C:21](=[O:22])[N:10]([C:11]2[CH:12]=[CH:13][C:14]([N+:17]([O-:19])=[O:18])=[CH:15][CH:16]=2)[N:9]=1. Procedure: A mixture of 13 parts of 1-[1-(4-morpholinyl)ethylidene-2-(4-nitrophenyl)hydrazine, 8.5 parts of 1-isocyanatopropane, 1 part of N,N-dimethyl-4-pyridinamine and 39 parts of dichloromethane was stirred and refluxed for 2 hours. The whole was evaporated and 90 parts of dimethylbenzene were added to the residue. Stirring at reflux was continued for 3 hours. The reaction mixture was cooled and filtered over diatomaceous earth. The filtrate was saturated with petroleum ether. The precipitated product ... The reactants are C(CCCCCCCCCCCCC)OC=1C=C(C=CC1)CC(=O)O (m-tetradecyloxyphenylacetic acid), C(C(=O)Cl)(=O)Cl (oxalyl chloride). The reagents and catalysts are CN(C=O)C (N,N-dimethylformamide). Run in C(Cl)Cl (methylene chloride). Run at time 5 hour. The product is C(CCCCCCCCCCCCC)OC=1C=C(C=CC1)CC(=O)Cl (3-(Tetradecyloxy)benzeneacetyl chloride). The yield is 101.1%. As a reaction SMILES: [CH2:1]([O:15][C:16]1[CH:17]=[C:18]([CH2:22][C:23]([OH:25])=O)[CH:19]=[CH:20][CH:21]=1)[CH2:2][CH2:3][CH2:4][CH2:5][CH2:6][CH2:7][CH2:8][CH2:9][CH2:10][CH2:11][CH2:12][CH2:13][CH3:14].C(Cl)(=O)C([Cl:29])=O>C(Cl)Cl.CN(C)C=O>[CH2:1]([O:15][C:16]1[CH:17]=[C:18]([CH2:22][C:23]([Cl:29])=[O:25])[CH:19]=[CH:20][CH:21]=1)[CH2:2][CH2:3][CH2:4][CH2:5][CH2:6][CH2:7][CH2:8][CH2:9][CH2:10][CH2:11][CH2:12][CH2:13][CH3:14]. Reported procedure: A mixture of 20 g of m-tetradecyloxyphenylacetic acid, 10.93 g of oxalyl chloride and 41.95 mg of N,N-dimethylformamide in 250 ml of methylene chloride is stirred at ambient temperature for 5 hours. The solvent is removed and the concentrate dissolved in 1:1 ether:hexane and filtered through diatomaceous earth. filtrate is evaporated to give 21.3 g of the desired product as a light yellow solid. Yields the product COc1ccc(-c2cccc3[nH]c(C(=O)NC4CCN(Cc5ccccc5)CC4)cc23)cc1. Reaction SMILES: [B-:35]([F:36])([F:37])([F:38])[F:39].[CH2:21]([c:22]1[cH:23][cH:24][cH:25][cH:26][cH:27]1)[N:28]1[CH2:29][CH2:30][CH:31]([NH2:34])[CH2:32][CH2:33]1.[CH2:57]([N:58]([CH:59]([CH3:60])[CH3:61])[CH:62]([CH3:63])[CH3:64])[CH3:65].[CH3:1][O:2][c:3]1[cH:4][cH:5][c:6](-[c:9]2[c:10]3[cH:11][c:12]([C:18](=[O:19])[OH:20])[nH:13][c:14]3[cH:15][cH:16][cH:17]2)[cH:7][cH:8]1.[O:66]=[CH:67][N:68]([CH3:69])[CH3:70].[n:40]1([O:41][C:42]([N:43]([CH3:44])[CH3:45])=[N+:46]([CH3:47])[CH3:48])[c:49]2[cH:50][cH:51][cH:52][cH:53][c:54]2[n:55][n:56]1>>[CH3:1][O:2][c:3]1[cH:4][cH:5][c:6](-[c:9]2[c:10]3[cH:11][c:12]([C:18](=[O:20])[NH:34][CH:31]4[CH2:30][CH2:29][N:28]([CH2:21][c:22]5[cH:23][cH:24][cH:25][cH:26][cH:27]5)[CH2:33][CH2:32]4)[nH:13][c:14]3[cH:15][cH:16][cH:17]2)[cH:7][cH:8]1. Reactants: F[B-](F)(F)F, NC1CCN(Cc2ccccc2)CC1, CCN(C(C)C)C(C)C, COc1ccc(-c2cccc3[nH]c(C(=O)O)cc23)cc1, CN(C)C=O, CN(C)C(On1nnc2ccccc21)=[N+](C)C. Run in ClCCCl (DCE). Reactants: FC(CC(C(=O)O)(C)C)(F)F (4,4,4-trifluoro-2,2-dimethylbutanoic acid), O=S(Cl)Cl (SOCl2), FC=1C=C(C=C(C1)OC(C(F)F)(F)F)[C@](CC1=CC=CC=C1)(N)C1=CC=C(C=C1)F ((R)-1-(3-fluoro-5-(1,1,2,2-tetrafluoroethoxy)phenyl)-1-(4-fluorophenyl)-2-phenylethanamine). Reaction SMILES: [F:1][C:2]([F:11])([F:10])[CH2:3][C:4]([CH3:9])([CH3:8])[C:5](O)=[O:6].O=S(Cl)Cl.[F:16][C:17]1[CH:18]=[C:19]([C@@:30]([C:39]2[CH:44]=[CH:43][C:42]([F:45])=[CH:41][CH:40]=2)([NH2:38])[CH2:31][C:32]2[CH:37]=[CH:36][CH:35]=[CH:34][CH:33]=2)[CH:20]=[C:21]([O:23][C:24]([F:29])([F:28])[CH:25]([F:27])[F:26])[CH:22]=1>ClCCCl>[F:1][C:2]([F:11])([F:10])[CH2:3][C:4]([CH3:9])([CH3:8])[C:5]([NH:38][C@@:30]([C:19]1[CH:20]=[C:21]([O:23][C:24]([F:29])([F:28])[CH:25]([F:27])[F:26])[CH:22]=[C:17]([F:16])[CH:18]=1)([C:39]1[CH:40]=[CH:41][C:42]([F:45])=[CH:43][CH:44]=1)[CH2:31][C:32]1[CH:33]=[CH:34][CH:35]=[CH:36][CH:37]=1)=[O:6]. The yield is 24.0%. Reported procedure: To a solution of 4,4,4-trifluoro-2,2-dimethylbutanoic acid (30 mg, 0.176 mmol) in DCE (1 mL) was added SOCl2 (21 mg, 0.176 mmol) and the resulting mixture was refluxed for 2 h. After cooling to room temperature, TEA was added (82 uL, 0.59 mmol), followed by the addition of (R)-1-(3-fluoro-5-(1,1,2,2-tetrafluoroethoxy)phenyl)-1-(4-fluorophenyl)-2-phenylethanamine, prepared as described in Procedure 3, 4, 5 and 6, (25 mg, 0.059 mmol). The reaction mixture was heated to reflux overnight, concentrat... Yields the product FC(CC(C(=O)N[C@](CC1=CC=CC=C1)(C1=CC=C(C=C1)F)C1=CC(=CC(=C1)OC(C(F)F)(F)F)F)(C)C)(F)F ((R)-4,4,4-trifluoro-N-(1-(3-fluoro-5-(1,1,2,2-tetrafluoroethoxy)phenyl)-1-(4-fluorophenyl)-2-phenylethyl)-2,2-dimethylbutanamide). Starting materials: BrB(Br)Br, ClCCl, COc1ccc(-n2nc(O)c3c(c2=O)Cc2ccc(Cl)cc2N3)cc1. The product is O=c1c2c(c(O)nn1-c1ccc(O)cc1)Nc1cc(Cl)ccc1C2. Reaction SMILES: [B:26]([Br:27])([Br:28])[Br:29].[CH2:30]([Cl:31])[Cl:32].[Cl:1][c:2]1[cH:3][cH:4][c:5]2[c:10]([cH:11]1)[NH:9][c:8]1[c:7]([c:15](=[O:16])[n:14](-[c:17]3[cH:18][cH:19][c:20]([O:23][CH3:24])[cH:21][cH:22]3)[n:13][c:12]1[OH:25])[CH2:6]2>>[Cl:1][c:2]1[cH:3][cH:4][c:5]2[c:10]([cH:11]1)[NH:9][c:8]1[c:7]([c:15](=[O:16])[n:14](-[c:17]3[cH:18][cH:19][c:20]([OH:23])[cH:21][cH:22]3)[n:13][c:12]1[OH:25])[CH2:6]2. The reactants are [OH-].[K+] (Potassium hydroxide), OC12C(CC1CN1CCCCC1)C=CC=C2 (3-hydroxy-1-(1-piperidinylmethyl)benzocyclobutene). Reagents/catalysts: [Cl-].C(CCC)[N+](CCCC)(CCCC)CCCC (tetrabutylammonium chloride). The solvent is BrCCCBr (1,3-dibromopropane), CCOCC (ether). Run at time 2 day. Yields the product NCCCOC=1C=C2C(CC2CN2CCCCC2)=CC1 (5-(3-Aminopropoxy)-1-(1-Piperidinylmethyl)Benzocyclobutene). Reaction SMILES: [OH-:1].[K+].O[C:4]12[CH:18]=[CH:17][CH:16]=[CH:15][CH:5]1[CH2:6][CH:7]2[CH2:8][N:9]1[CH2:14][CH2:13][CH2:12][CH2:11][CH2:10]1>[Cl-].C([N+](CCCC)(CCCC)CCCC)CCC.BrCCCBr.CCOCC>[NH2:9][CH2:8][CH2:7][CH2:6][O:1][C:17]1[CH:18]=[C:4]2[CH:7]([CH2:8][N:9]3[CH2:14][CH2:13][CH2:12][CH2:11][CH2:10]3)[CH2:6][C:5]2=[CH:15][CH:16]=1 |f:0.1,3.4|. Reported procedure: Potassium hydroxide (1.5 g, 10%) is added over a period of 1 hour 15 min to a stirred suspension of 3-hydroxy-1-(1-piperidinylmethyl)benzocyclobutene (1.0 g), and tetrabutylammonium chloride (0.13 g) in 1,3-dibromopropane (4.6 ml) and the resulting mixture stirred at RT under nitrogen for two days. The reaction mixture is partitioned between ice-water and ether and the aqueous layer separated and extracted with ether. The combined organic extract is washed with water, ice cold 5% aqueous HCl the... Run at temperature 0 celsius. RXN SMILES: [C:1](Cl)(=[O:8])[C:2]1[CH:7]=[CH:6][CH:5]=[CH:4][CH:3]=1.[NH2:10][CH2:11][CH2:12][C:13]1[CH:18]=[CH:17][C:16]([C:19]([NH:22][CH2:23][CH2:24][CH2:25][N:26]2[CH:30]=[CH:29][N:28]=[CH:27]2)([CH3:21])[CH3:20])=[CH:15][CH:14]=1>ClCCl>[N:26]1([CH2:25][CH2:24][CH2:23][NH:22][C:19]([C:16]2[CH:17]=[CH:18][C:13]([CH2:12][CH2:11][NH:10][C:1](=[O:8])[C:2]3[CH:7]=[CH:6][CH:5]=[CH:4][CH:3]=3)=[CH:14][CH:15]=2)([CH3:21])[CH3:20])[CH:30]=[CH:29][N:28]=[CH:27]1. Yields the product N1(C=NC=C1)CCCNC(C)(C)C1=CC=C(C=C1)CCNC(C1=CC=CC=C1)=O (N-[2-(4-{1-[3-(imidazol-1-yl)propylamino]-1-methylethyl}phenyl)-ethyl]benzamide). Reported procedure: A solution of benzoyl chloride (0.2 g) in dichloromethane (3 ml) was added dropwise to a solution of N-{1-[4-(2-aminoethyl)phenyl]-1-methylethyl}-3-(imidazol-1-yl)propylamine (0.4 g) in dichloromethane (7 ml) with stirring at 0° C. The mixture was treated in a similar manner to Example 55 to give N-[2-(4-{1-[3-(imidazol-1-yl)propylamino]-1-methylethyl}phenyl)-ethyl]benzamide as an oil. The solvent is ClCCl (dichloromethane), ClCCl (dichloromethane). Starting materials: C(C1=CC=CC=C1)(=O)Cl (benzoyl chloride), NCCC1=CC=C(C=C1)C(C)(C)NCCCN1C=NC=C1 (N-{1-[4-(2-aminoethyl)phenyl]-1-methylethyl}-3-(imidazol-1-yl)propylamine). The reactants are C(Cl)(Cl)Cl (CHCl3), CC(=O)C1=CC=C(C=C1)Cl (4-chloroacetophenone), N1CCOCC1 (morpholine), CC(C)(C)[O-].[Na+] (NaOt-Bu). The reagents and catalysts are C1(=CC=CC=C1)P(C=1[C-](C=CC1)N(C)C)C1=CC=CC=C1.[CH-]1C=CC=C1.[Fe+2] (2-Diphenylphosphino-dimethylaminoferrocene), C=1C=CC(=CC1)/C=C/C(=O)/C=C/C2=CC=CC=C2.C=1C=CC(=CC1)/C=C/C(=O)/C=C/C2=CC=CC=C2.C=1C=CC(=CC1)/C=C/C(=O)/C=C/C2=CC=CC=C2.[Pd].[Pd] (Pd2(dba)3). Solvent: C1(=CC=CC=C1)C (PhMe). The product is C(C)(=O)C1=CC=C(C=C1)N1CCOCC1 (N-(4-Acetylphenyl)morpholine). The yield is 74.1%. As a reaction SMILES: [CH3:1][C:2]([C:4]1[CH:9]=[CH:8][C:7](Cl)=[CH:6][CH:5]=1)=[O:3].[NH:11]1[CH2:16][CH2:15][O:14][CH2:13][CH2:12]1.CC([O-])(C)C.[Na+].C(Cl)(Cl)Cl>C1(C)C=CC=CC=1.C1C=CC(/C=C/C(/C=C/C2C=CC=CC=2)=O)=CC=1.C1C=CC(/C=C/C(/C=C/C2C=CC=CC=2)=O)=CC=1.C1C=CC(/C=C/C(/C=C/C2C=CC=CC=2)=O)=CC=1.[Pd].[Pd].C1(P(C2C=CC=CC=2)C2[C-](N(C)C)C=CC=2)C=CC=CC=1.[CH-]1C=CC=C1.[Fe+2]>[C:2]([C:4]1[CH:9]=[CH:8][C:7]([N:11]2[CH2:16][CH2:15][O:14][CH2:13][CH2:12]2)=[CH:6][CH:5]=1)(=[O:3])[CH3:1] |f:2.3,6.7.8.9.10,11.12.13|. Procedure details: According to General Procedure B, a mixture of 4-chloroacetophenone (65 μL, 0.50 mmol), morpholine (52 μL, 0.60 mmol), NaOt-Bu (67 mg, 0.70 mmol), Pd2(dba)3.CHCl3 (10 mg, 0.01 mmol) and 12f (8 mg, 0.02 mmol) in PhMe (2.5 mL) was heated, cooled and filtered. Evaporation of the solvent under reduced pressure and column chromatography of the pre-adsorbed crude material (83:2:15 to 78:2:20 hexane/Et3N/EtOAc, silica gel) gave 52b (76 mg, 74%) as a pale yellow solid. 1H NMR (300 MHz, CDCl3) δ 7.90 (d,... The reactants are COC1=CC=C(C=O)C=C1 (4-methoxybenzaldehyde), NC=1C=C(C(=O)OC(C)(C)C)C=CC1 (tert-butyl 3-aminobenzoate), 4A. The solvent is CO (methanol). Yields the product COC1=CC=C(CNC=2C=C(C(=O)OC(C)(C)C)C=CC2)C=C1 (tert-Butyl 3-(4-methoxybenzylamino)benzoate). RXN SMILES: [CH3:1][O:2][C:3]1[CH:10]=[CH:9][C:6]([CH:7]=O)=[CH:5][CH:4]=1.[NH2:11][C:12]1[CH:13]=[C:14]([CH:22]=[CH:23][CH:24]=1)[C:15]([O:17][C:18]([CH3:21])([CH3:20])[CH3:19])=[O:16]>CO>[CH3:1][O:2][C:3]1[CH:10]=[CH:9][C:6]([CH2:7][NH:11][C:12]2[CH:13]=[C:14]([CH:22]=[CH:23][CH:24]=2)[C:15]([O:17][C:18]([CH3:20])([CH3:21])[CH3:19])=[O:16])=[CH:5][CH:4]=1. Reported procedure: 253A was prepared from 4-methoxybenzaldehyde and tert-butyl 3-aminobenzoate following the procedure as described in 4A. HPLC: Rt=3.82 min. (PHENOMENEX® Luna C18 4.6×30 mm 3 u, A10-90% aqueous methanol containing 0.1% TFA in 2 min; 4 mL/min flow). MS (ES): m/z=314.0 [M+H]+.